The task is: describe an organic reaction: reactants, conditions, products, and yield. This data is from the Open Reaction Database (ORD), a public repository of structured organic reaction records. The reactants are CC1=CC=C(C=C1)S(=O)(=O)OC[C@H]1COC2=C(O1)C(=C(C=C2)[N+](=O)[O-])C=O ([(2R)-8-formyl-7-nitro-2,3-dihydro-1,4-benzodioxin-2-yl]methyl 4-methylbenzenesulfonate), C1(=CC=CC=C1)P(=CC(CC)=O)(C1=CC=CC=C1)C1=CC=CC=C1 (1-triphenylphosphoranylidene-2-butanone), C1(=CC=CC=C1)C (toluene). Conditions: time 5 hour. Yields the product CC1=CC=C(C=C1)S(=O)(=O)OCC1COC2=C(O1)C(=C(C=C2)[N+](=O)[O-])\C=C\C(CC)=O ({7-Nitro-8-[(E)-3-oxo-1-pentenyl]-2,3-dihydro-1,4-benzodioxin-2-yl}methyl 4-Methylbenzenesulfonate). As a reaction SMILES: [CH3:1][C:2]1[CH:7]=[CH:6][C:5]([S:8]([O:11][CH2:12][C@@H:13]2[O:18][C:17]3[C:19](C=O)=[C:20]([N+:23]([O-:25])=[O:24])[CH:21]=[CH:22][C:16]=3[O:15][CH2:14]2)(=[O:10])=[O:9])=[CH:4][CH:3]=1.C1(P(C2C=CC=CC=2)(C2C=CC=CC=2)=[CH:35][C:36](=[O:39])[CH2:37][CH3:38])C=CC=CC=1.[C:52]1(C)C=CC=CC=1>>[CH3:1][C:2]1[CH:3]=[CH:4][C:5]([S:8]([O:11][CH2:12][CH:13]2[O:18][C:17]3[C:19](/[CH:38]=[CH:37]/[C:36](=[O:39])[CH2:35][CH3:52])=[C:20]([N+:23]([O-:25])=[O:24])[CH:21]=[CH:22][C:16]=3[O:15][CH2:14]2)(=[O:10])=[O:9])=[CH:6][CH:7]=1. Procedure details: To a solution of 5.00 g (12.2 mmole) of [(2R)-8-formyl-7-nitro-2,3-dihydro-1,4-benzodioxin-2-yl]methyl 4-methylbenzenesulfonate in 200 mL of toluene was added 5.10 g (15.3 mmole) of 1-triphenylphosphoranylidene-2-butanone. The mixture was stirred at room temperature under nitrogen for 5 hours, after which time the solvent was removed in vacuum and the crude residue was column chromatographed on silica gel with methylene chloride as eluant to give 5.0 g of the (R)-enantiomer of the title compound... The reactants are O=C(O)C1CCCN1C(=O)OCc1ccccc1, COC(CO)OC, CN(C)c1ccncc1, C(=NC1CCCCC1)=NC1CCCCC1, ClCCl. Yields the product COC(COC(=O)C1CCCN1C(=O)OCc1ccccc1)OC. As a reaction SMILES: [CH2:1]([c:2]1[cH:3][cH:4][cH:5][cH:6][cH:7]1)[O:8][C:9](=[O:10])[N:11]1[CH:12]([C:13](=[O:14])[OH:15])[CH2:16][CH2:17][CH2:18]1.[CH3:19][O:20][CH:21]([CH2:22][OH:23])[O:24][CH3:25].[CH3:41][N:42]([c:43]1[cH:44][cH:45][n:46][cH:47][cH:48]1)[CH3:49].[CH:26]1([N:27]=[C:28]=[N:29][CH:30]2[CH2:31][CH2:32][CH2:33][CH2:34][CH2:35]2)[CH2:36][CH2:37][CH2:38][CH2:39][CH2:40]1.[Cl:50][CH2:51][Cl:52]>>[CH2:1]([c:2]1[cH:3][cH:4][cH:5][cH:6][cH:7]1)[O:8][C:9](=[O:10])[N:11]1[CH:12]([C:13](=[O:14])[O:15][CH2:22][CH:21]([O:20][CH3:19])[O:24][CH3:25])[CH2:16][CH2:17][CH2:18]1. The reactants are C(C)(=O)SCC(=O)N (2-(acetylthio) acetamide), C1(=CC=CC=C1)CC(=O)Cl (2-phenylacetyl chloride), CCOCC (ether). Reagents/catalysts: S(O)(O)(=O)=O (sulfuric acid). Solvent: CCCCCC (hexane). Run at time 8 hour. Yields the product C1(=CC=CC=C1)CC(=O)NC(CSC(C)=O)=O (N-(2-phenylacetyl)-2-(acetylthio)acetamide). RXN SMILES: [C:1]([S:4][CH2:5][C:6]([NH2:8])=[O:7])(=[O:3])[CH3:2].[C:9]1([CH2:15][C:16](Cl)=[O:17])[CH:14]=[CH:13][CH:12]=[CH:11][CH:10]=1.CCOCC>S(=O)(=O)(O)O.CCCCCC>[C:9]1([CH2:15][C:16]([NH:8][C:6](=[O:7])[CH2:5][S:4][C:1](=[O:3])[CH3:2])=[O:17])[CH:14]=[CH:13][CH:12]=[CH:11][CH:10]=1. Procedure details: A reaction mixture comprising 6.65 g. (0.05 mole) of 2-(acetylthio) acetamide, 10 ml. of 2-phenylacetyl chloride, and 1 drop of sulfuric acid was heated in a steam bath for 0.5 hour, and then allowed to stand overnight at room temperature, after which it solidified. There was then added 50 ml. of ether and 20 ml. of hexane, followed by stirring for 10 minutes and then filtering. A yield of 8.5 g. of a tan solid was obtained, which was then chromatographed on 100 g. of silica gel. eluting with 5%... Starting materials: FC(C(=O)OCC)=C(CC)C=1C=C2C(=CC(OC2=CC1OC)(C)C)C(C)C (ethyl 2-fluoro-3-(4-isopropyl-7-methoxy-2,2-dimethyl-2H-chromen-6-yl)-pent-2-enoate), F\C(\C(=O)OCC)=C(/CC)\C=1C=C2C(=CC(OC2=CC1OC)(C)C)C(C)C (Ethyl (2E)-2-fluoro-3-(4-isopropyl-7-methoxy-2,2-dimethyl-2H-chromen-6-yl)-pent-2-enoate), [H-].C(C(C)C)[Al+]CC(C)C (diisobutylaluminum hydride). The product is F\C(\CO)=C(/CC)\C=1C=C2C=C(C(OC2=CC1OC)(C)C)C(C)C ((2E)-2-Fluoro-3-(isopropyl-7-methoxy-2,2-dimethyl-2H-chromen-6-yl)-pent-2-en-1-ol). RXN SMILES: [F:1][C:2](=[C:8]([C:11]1[CH:12]=[C:13]2[C:18](=[CH:19][C:20]=1[O:21][CH3:22])[O:17][C:16]([CH3:24])([CH3:23])[CH:15]=[C:14]2C(C)C)[CH2:9][CH3:10])[C:3]([O:5]CC)=O.F/[C:29](=[C:35](/C1C=C2C(=CC=1OC)OC(C)(C)C=C2C(C)C)\CC)/[C:30](OCC)=O.[H-].C([Al+]CC(C)C)C(C)C>>[F:1]/[C:2](=[C:8](/[C:11]1[CH:12]=[C:13]2[C:18](=[CH:19][C:20]=1[O:21][CH3:22])[O:17][C:16]([CH3:24])([CH3:23])[C:15]([CH:29]([CH3:35])[CH3:30])=[CH:14]2)\[CH2:9][CH3:10])/[CH2:3][OH:5] |f:2.3|. Procedure details: Following General Procedure L, ethyl 2-fluoro-3-(4-isopropyl-7-methoxy-2,2-dimethyl-2H-chromen-6-yl)-pent-2-enoate (Compound 78, 128 mg, 0.34 mmol) and a diisobutylaluminum hydride (1 M in dichloromethane, 1.0 mL, 1.0 mmol) were reacted to give the title compound as yellow solid after purification by flash chromatography (silica gel, 1:4 ethyl acetate/hexane). The reactants are C1(CCCCC1)C(=O)OCCN(CCOC(=O)C1CCCCC1)C (N,N-Bis(2-cyclohexanoyloxyethyl)methylamine), C(C1=CC=CC=C1)Cl (benzyl chloride). Run in C(C)#N (acetonitrile). Product: [Cl-].C1(CCCCC1)C(=O)OCC[N+](C)(CCOC(=O)C1CCCCC1)CC1=CC=CC=C1 (N,N-Bis(2-cyclohexanoyloxyethyl)-N-methylbenzylammonium chloride). As a reaction SMILES: [CH:1]1([C:7]([O:9][CH2:10][CH2:11][N:12]([CH3:24])[CH2:13][CH2:14][O:15][C:16]([CH:18]2[CH2:23][CH2:22][CH2:21][CH2:20][CH2:19]2)=[O:17])=[O:8])[CH2:6][CH2:5][CH2:4][CH2:3][CH2:2]1.[CH2:25]([Cl:32])[C:26]1[CH:31]=[CH:30][CH:29]=[CH:28][CH:27]=1>C(#N)C>[Cl-:32].[CH:1]1([C:7]([O:9][CH2:10][CH2:11][N+:12]([CH2:25][C:26]2[CH:31]=[CH:30][CH:29]=[CH:28][CH:27]=2)([CH2:13][CH2:14][O:15][C:16]([CH:18]2[CH2:19][CH2:20][CH2:21][CH2:22][CH2:23]2)=[O:17])[CH3:24])=[O:8])[CH2:2][CH2:3][CH2:4][CH2:5][CH2:6]1 |f:3.4|. Procedure details: A solution of 28.5 g (0.084 mol) of N,N-bis(2-cyclohexanoyloxyethyl)methylamine (prepared as described in Example 22), 10.63 g (0.084 mol) of benzyl chloride and 200 ml of acetonitrile was heated at reflux for 2.5 hours and concentrated to an oil. Ether was added to the oil which induced crystallization. The white solid was collected, washed two times with ether and recrystallized from 2-butanone. The yield of product was 8.3 g; mp=143.5°-4.5° C. The yield is 90.8%. Conditions: time 22 hour. As a reaction SMILES: [O:1]=[C:2]1[O:8][C@H:7]([C@H:9]([CH2:11][OH:12])[OH:10])[C:5]([OH:6])=[C:3]1[OH:4].[C:13](OC(C)=C)(=[O:15])[CH3:14]>O1CCCC1>[C:13]([O:12][CH2:11][C@H:9]([OH:10])[C@H:7]1[O:8][C:2](=[O:1])[C:3]([OH:4])=[C:5]1[OH:6])(=[O:15])[CH3:14]. Solvent: O1CCCC1 (tetrahydrofuran). Reported procedure: Four grams of the immobilized Lipase PS prepared by the same procedure as in Example 2 was added to 40 ml of a dry tetrahydrofuran solution containing 4 g of ascorbic acid and 3 g of isopropenyl acetate, and then the reaction was continued for 22 hours at 40° C. The reaction mixture was then filtered, concentrated and recrystallized from acetone-benzene to yield 4.5 g of ascorbic acid-6-acetate. The water content of the reaction system was 700 ppm. The reactants are O=C1C(O)=C(O)[C@H](O1)[C@@H](O)CO (ascorbic acid), C(C)(=O)OC(=C)C (isopropenyl acetate). Yields the product C(C)(=O)OC[C@@H]([C@@H]1C(=C(C(=O)O1)O)O)O (ascorbic acid-6-acetate).